This data is from the Open Reaction Database (ORD), a public repository of structured organic reaction records. The task is: describe an organic reaction: reactants, conditions, products, and yield Reactants: COCC=1N=CC2=CC=CC=C2C1 (3-Methoxymethylisoquinoline), [N+](=O)(O)[O-] (nitric acid), N (ammonia), N (NH3), O (water). The solvent is S(O)(O)(=O)=O (sulphuric acid), S(O)(O)(=O)=O (sulphuric acid). Conditions: temperature 0 celsius, time 16 hour. Product: COCC=1N=CC2=CC=CC(=C2C1)[N+](=O)[O-] (3-Methoxymethyl-5-nitroisoquinoline). RXN SMILES: [CH3:1][O:2][CH2:3][C:4]1[N:5]=[CH:6][C:7]2[C:12]([CH:13]=1)=[CH:11][CH:10]=[CH:9][CH:8]=2.[N+:14]([O-])([OH:16])=[O:15].O.N>S(=O)(=O)(O)O>[CH3:1][O:2][CH2:3][C:4]1[N:5]=[CH:6][C:7]2[C:12]([CH:13]=1)=[C:11]([N+:14]([O-:16])=[O:15])[CH:10]=[CH:9][CH:8]=2. Reported procedure: 3-Methoxymethylisoquinoline (68.8 g) is dissovled in 95% sulphuric acid (density 1.83; 300 cc). The solution is cooled to 0° C. and a mixture of 70% nitric acid (density 1.42; 25 cc) and 95% sulphuric acid (density 1.83; 100 cc) is added dropwise in the course of 30 minutes so as not to exceed 10° C. Stirring is continued for 16 hours, whilst allowing the temperature to return to about 20° C. The mixture is then poured into a mixture of ice and water (2 liters), and an ammonia solution containin...